This data is from the Open Reaction Database (ORD), a public repository of structured organic reaction records. The task is: describe an organic reaction: reactants, conditions, products, and yield Reactants: Brc1ccc2[nH]ccc2c1, CN1C(=O)C=CC1=O, CC(=O)O. Product: CN1C(=O)CC(c2c[nH]c3ccc(Br)cc23)C1=O. RXN SMILES: [Br:1][c:2]1[cH:3][c:4]2[cH:5][cH:6][nH:7][c:8]2[cH:9][cH:10]1.[CH3:11][N:12]1[C:13](=[O:18])[CH:14]=[CH:15][C:16]1=[O:17].[CH3:19][C:20](=[O:21])[OH:22]>>[Br:1][c:2]1[cH:3][c:4]2[c:5]([CH:15]3[CH2:14][C:13](=[O:18])[N:12]([CH3:11])[C:16]3=[O:17])[cH:6][nH:7][c:8]2[cH:9][cH:10]1.